This data is from the Open Reaction Database (ORD), a public repository of structured organic reaction records. The task is: describe an organic reaction: reactants, conditions, products, and yield Starting materials: ClC1=C(C=C(C=C1)S(=O)(=O)C(C)C)[N+](=O)[O-] (1-Chloro-4-(isopropylsulfonyl)-2-nitrobenzene), Cl.NCC1(CCOCC1)O (4-(Aminomethyl)tetrahydro-2H-pyran-4-ol hydrochloride). The solvent is C(C)N(CC)CC (triethylamine). The product is C(C)(C)S(=O)(=O)C1=CC(=C(C=C1)NCC1(CCOCC1)O)[N+](=O)[O-] (4-({[4-(Isopropylsulfonyl)-2-nitrophenyl]amino}methyl)tetrahydro-2H-pyran-4-ol). Reaction SMILES: Cl[C:2]1[CH:7]=[CH:6][C:5]([S:8]([CH:11]([CH3:13])[CH3:12])(=[O:10])=[O:9])=[CH:4][C:3]=1[N+:14]([O-:16])=[O:15].Cl.[NH2:18][CH2:19][C:20]1([OH:26])[CH2:25][CH2:24][O:23][CH2:22][CH2:21]1>C(N(CC)CC)C>[CH:11]([S:8]([C:5]1[CH:6]=[CH:7][C:2]([NH:18][CH2:19][C:20]2([OH:26])[CH2:25][CH2:24][O:23][CH2:22][CH2:21]2)=[C:3]([N+:14]([O-:16])=[O:15])[CH:4]=1)(=[O:10])=[O:9])([CH3:13])[CH3:12] |f:1.2|. Procedure: The title compound was prepared according to the procedure described in Step A of Example 5 from 1-chloro-4-(isopropylsulfonyl)-2-nitrobenzene (Step C of Example 1), 4-(aminomethyl)tetrahydro-2H-pyran-4-ol hydrochloride (Step A of Example 19) and triethylamine. The product is Cl.N[C@@H](C)C(=O)N[C@H](CCC(=O)OCC1=CC=CC=C1)C(N)=O (benzyl L-alanyl-D-isoglutaminate hydrochloride). The reactants are CCOCC (ether), C(C)(C)(C)OC(=O)N[C@@H](C)C(=O)N[C@H](CCC(=O)OCC1=CC=CC=C1)C(N)=O (benzyl t-butyloxycarbonyl-L-alanyl-D-isoglutaminate), saturated solution, Cl (hydrogen chloride). As a reaction SMILES: C(OC([NH:8][C@H:9]([C:11]([NH:13][C@@H:14]([C:27](=[O:29])[NH2:28])[CH2:15][CH2:16][C:17]([O:19][CH2:20][C:21]1[CH:26]=[CH:25][CH:24]=[CH:23][CH:22]=1)=[O:18])=[O:12])[CH3:10])=O)(C)(C)C.[ClH:30].CCOCC>C(OCC)(=O)C>[ClH:30].[NH2:8][C@H:9]([C:11]([NH:13][C@@H:14]([C:27](=[O:29])[NH2:28])[CH2:15][CH2:16][C:17]([O:19][CH2:20][C:21]1[CH:22]=[CH:23][CH:24]=[CH:25][CH:26]=1)=[O:18])=[O:12])[CH3:10] |f:4.5|. Procedure details: To 0.406 g of benzyl t-butyloxycarbonyl-L-alanyl-D-isoglutaminate (7, n = 2, X1 = L-alanyl) at 22° C there is added 5 ml of a saturated solution of hydrogen chloride in ethyl acetate. After 10 minutes, 40 ml of ether is added and the precipitated salt is collected by centrifugation and carefully dried in vacuo to give 0.325 g of benzyl L-alanyl-D-isoglutaminate hydrochloride (10, n = 2, X1 = L-alanyl). Conditions: time 10 minute. The solvent is C(C)(=O)OCC (ethyl acetate). Reactants: O=C(n1ccnc1)n1ccnc1, C1CCOC1, COCC(=O)O, CO, C1CCC2=NCCCN2CC1, CNC(=O)c1c(-c2ccc(F)cc2)oc2cc(N)c(-c3cccc(C(=O)NC4(c5ccccc5)CC4)c3)cc12. Product: CNC(=O)c1c(-c2ccc(F)cc2)oc2cc(NC(=O)COC)c(-c3cccc(C(=O)NC4(c5ccccc5)CC4)c3)cc12. Reaction SMILES: [C:7]([n:8]1[cH:9][cH:10][n:11][cH:12]1)([n:13]1[cH:14][cH:15][n:16][cH:17]1)=[O:18].[CH2:69]1[O:70][CH2:71][CH2:72][CH2:73]1.[CH3:1][O:2][CH2:3][C:4](=[O:5])[OH:6].[CH3:74][OH:75].[N:58]12[CH2:59][CH2:60][CH2:61][N:62]=[C:63]1[CH2:64][CH2:65][CH2:66][CH2:67][CH2:68]2.[NH2:19][c:20]1[cH:21][c:22]2[c:23]([c:24]([C:34](=[O:35])[NH:36][CH3:37])[c:25](-[c:27]3[cH:28][cH:29][c:30]([F:33])[cH:31][cH:32]3)[o:26]2)[cH:38][c:39]1-[c:40]1[cH:41][c:42]([C:46]([NH:47][C:48]2([c:51]3[cH:52][cH:53][cH:54][cH:55][cH:56]3)[CH2:49][CH2:50]2)=[O:57])[cH:43][cH:44][cH:45]1>>[CH3:1][O:2][CH2:3][C:4](=[O:6])[NH:19][c:20]1[cH:21][c:22]2[c:23]([c:24]([C:34](=[O:35])[NH:36][CH3:37])[c:25](-[c:27]3[cH:28][cH:29][c:30]([F:33])[cH:31][cH:32]3)[o:26]2)[cH:38][c:39]1-[c:40]1[cH:41][c:42]([C:46]([NH:47][C:48]2([c:51]3[cH:52][cH:53][cH:54][cH:55][cH:56]3)[CH2:49][CH2:50]2)=[O:57])[cH:43][cH:44][cH:45]1. Reactants: Brc1cccc2cc[nH]c12, Cc1ccccc1B(O)O. Yields the product Cc1ccccc1-c1cccc2cc[nH]c12. Reaction SMILES: [Br:1][c:2]1[cH:3][cH:4][cH:5][c:6]2[cH:7][cH:8][nH:9][c:10]12.[CH3:11][c:12]1[c:13]([B:18]([OH:19])[OH:20])[cH:14][cH:15][cH:16][cH:17]1>>[c:2]1(-[c:13]2[c:12]([CH3:11])[cH:17][cH:16][cH:15][cH:14]2)[cH:3][cH:4][cH:5][c:6]2[cH:7][cH:8][nH:9][c:10]12.